From a dataset of the Open Reaction Database (ORD), a public repository of structured organic reaction records. describe an organic reaction: reactants, conditions, products, and yield The reactants are [H][H] (hydrogen), C(C)(=O)OC=CC1(CC(N1)=O)C (4-(2-acetoxyvinyl)-4-methyl-2-azetidinone). The reagents and catalysts are [Pd] (Pd/C). Yields the product C(C)(=O)OCCC1(CC(N1)=O)C (4-(2-acetoxyethyl)-4-methyl-2-azetidinone). Reaction SMILES: [H][H].[C:3]([O:6][CH:7]=[CH:8][C:9]1([CH3:14])[NH:12][C:11](=[O:13])[CH2:10]1)(=[O:5])[CH3:4]>[Pd]>[C:3]([O:6][CH2:7][CH2:8][C:9]1([CH3:14])[NH:12][C:11](=[O:13])[CH2:10]1)(=[O:5])[CH3:4]. Procedure: A solution of 4-(2-acetoxyvinyl)-4-methyl-2-azetidinone (10.0 g) 200 ml ethyl acetate containing 100 mg of 10% Pd/C is hydrogenated on a Parr shaker at 25° C. under 40 psi hydrogen for 15 minutes. The mixture is filtered through a bed of Supercel and washed with additional ethyl acetate. The combined filtrate is evaporated in vacuo to give 4-(2-acetoxyethyl)-4-methyl-2-azetidinone. As a reaction SMILES: C[Al](C)C.Cl.[CH3:6][NH2:7].C([O:10][C:11]([C:13]1[O:14][C:15]2[C:21]([F:22])=[C:20]([C:23]3[CH:28]=[CH:27][CH:26]=[CH:25][CH:24]=3)[C:19]([CH3:29])=[C:18]([C:30]#[N:31])[C:16]=2[N:17]=1)=O)C.Cl>ClCCl>[C:30]([C:18]1[C:16]2[N:17]=[C:13]([C:11]([NH:7][CH3:6])=[O:10])[O:14][C:15]=2[C:21]([F:22])=[C:20]([C:23]2[CH:28]=[CH:27][CH:26]=[CH:25][CH:24]=2)[C:19]=1[CH3:29])#[N:31] |f:1.2|. Solvent: ClCCl (dichloromethane), ClCCl (dichloromethane). Reaction conditions: time 40 minute. Reactants: C(C)OC(=O)C=1OC2=C(N1)C(=C(C(=C2F)C2=CC=CC=C2)C)C#N (ethyl-4-cyano-7-fluoro-5-methyl-6-phenyl-1,3-benzoxazole-2-carboxylate), Cl (hydrochloric acid), C[Al](C)C (trimethylaluminium), Cl.CN (methylamine hydrochloride). Procedure details: Under nitrogen atmosphere, trimethylaluminium (1.03 M n-hexane solution, 1.80 ml, 1.85 mmol) was dropwise added to a dichloromethane (2 ml) solution of methylamine hydrochloride (125 mg, 1.85 mmol) at room temperature, and stirred for 40 minutes. Subsequently, a dichloromethane (2 ml) solution of ethyl-4-cyano-7-fluoro-5-methyl-6-phenyl-1,3-benzoxazole-2-carboxylate (I-111) (200 mg, 617 μl) was dropwise added and stirred for 63 hours. After the reaction, aqueous 1 N hydrochloric acid solution wa... Product: C(#N)C1=C(C(=C(C2=C1N=C(O2)C(=O)NC)F)C2=CC=CC=C2)C (4-Cyano-7-fluoro-N,5-dimethyl-6-phenyl-1,3-benzoxazole-2-carboxamide). Isolated yield 64.0%. The reactants are 2D, C(#N)C=1C=C(C=CC1S(=O)(=O)CC)NC(=O)OCCC1=C(C=C(C=C1C)B(O)O)C (4-(2-(3-cyano-4-(ethylsulfonyl)phenylcarbamoyloxy)ethyl)-3,5-dimethylphenylboronic acid), NC=1C=C2C=CN=C(C2=CC1)N(C(=O)OC(C)(C)C)C(=O)OC(C)(C)C (6-Amino-1-(di-tert-butoxycarbonylamino)isoquinoline), O.C(C=O)(=O)O (glyoxylic acid monohydrate). Product: C(C)(C)(C)OC(=O)N(C1=NC=CC2=CC(=CC=C12)NC(C(=O)O)C1=CC(=C(C(=C1)C)CCOC(NC1=CC(=C(C=C1)S(=O)(=O)CC)C#N)=O)C)C(=O)OC(C)(C)C (2-(1-(bis(tert-butoxycarbonyl)amino)isoquinolin-6-ylamino)-2-(4-(2-(3-cyano-4-(ethylsulfonyl)phenylcarbamoyloxy)ethyl)-3,5-dimethylphenyl)acetic acid). Isolated yield 69.0%. As a reaction SMILES: [C:1]([C:3]1[CH:4]=[C:5]([NH:14][C:15]([O:17][CH2:18][CH2:19][C:20]2[C:25]([CH3:26])=[CH:24][C:23](B(O)O)=[CH:22][C:21]=2[CH3:30])=[O:16])[CH:6]=[CH:7][C:8]=1[S:9]([CH2:12][CH3:13])(=[O:11])=[O:10])#[N:2].[NH2:31][C:32]1[CH:33]=[C:34]2[C:39](=[CH:40][CH:41]=1)[C:38]([N:42]([C:50]([O:52][C:53]([CH3:56])([CH3:55])[CH3:54])=[O:51])[C:43]([O:45][C:46]([CH3:49])([CH3:48])[CH3:47])=[O:44])=[N:37][CH:36]=[CH:35]2.O.[C:58]([OH:62])(=[O:61])[CH:59]=O>>[C:53]([O:52][C:50]([N:42]([C:43]([O:45][C:46]([CH3:47])([CH3:48])[CH3:49])=[O:44])[C:38]1[C:39]2[C:34](=[CH:33][C:32]([NH:31][CH:59]([C:23]3[CH:24]=[C:25]([CH3:26])[C:20]([CH2:19][CH2:18][O:17][C:15](=[O:16])[NH:14][C:5]4[CH:6]=[CH:7][C:8]([S:9]([CH2:12][CH3:13])(=[O:11])=[O:10])=[C:3]([C:1]#[N:2])[CH:4]=4)=[C:21]([CH3:30])[CH:22]=3)[C:58]([OH:62])=[O:61])=[CH:41][CH:40]=2)[CH:35]=[CH:36][N:37]=1)=[O:51])([CH3:56])([CH3:55])[CH3:54] |f:2.3|. Procedure details: Using a procedure analogous to that used to prepare 2D, 32D (240 mg, 0.56 mmol) was reacted with Intermediate 1 and glyoxylic acid monohydrate to afford 32E (560 mg, 69%) as a yellow solid. MS (ESI) m/z 802.07 (M+H)+.